From a dataset of the Open Reaction Database (ORD), a public repository of structured organic reaction records. describe an organic reaction: reactants, conditions, products, and yield The reactants are BrCCCCOC1=CC=C(C=C1)N(S(=O)(=O)C1=CC=C(C=C1)C(F)(F)F)C (N-[4-(4-Bromo-butoxy)-phenyl]-N-methyl-4-trifluoromethyl-benzenesulfonamide), C(C)NCC (diethylamine). The product is C(C)N(CCCCOC1=CC=C(C=C1)N(S(=O)(=O)C1=CC=C(C=C1)C(F)(F)F)C)CC (N-[4-(4-Diethylamino-butoxy)-phenyl]-N-methyl-4-trifluoromethyl-benzenesulfonamide). Reaction SMILES: Br[CH2:2][CH2:3][CH2:4][CH2:5][O:6][C:7]1[CH:12]=[CH:11][C:10]([N:13]([CH3:27])[S:14]([C:17]2[CH:22]=[CH:21][C:20]([C:23]([F:26])([F:25])[F:24])=[CH:19][CH:18]=2)(=[O:16])=[O:15])=[CH:9][CH:8]=1.[CH2:28]([NH:30][CH2:31][CH3:32])[CH3:29]>>[CH2:28]([N:30]([CH2:31][CH3:32])[CH2:2][CH2:3][CH2:4][CH2:5][O:6][C:7]1[CH:12]=[CH:11][C:10]([N:13]([CH3:27])[S:14]([C:17]2[CH:22]=[CH:21][C:20]([C:23]([F:26])([F:25])[F:24])=[CH:19][CH:18]=2)(=[O:16])=[O:15])=[CH:9][CH:8]=1)[CH3:29]. Reported procedure: In analogy to example 17.1, reaction of N-[4-(4-Bromo-butoxy)-phenyl]-N-methyl-4-trifluoromethyl-benzenesulfonamide with diethylamine yielded N-[4-(4-Diethylamino-butoxy)-phenyl]-N-methyl-4-trifluoromethyl-benzenesulfonamide, MS: 459 (MH+).